This data is from the Open Reaction Database (ORD), a public repository of structured organic reaction records. The task is: describe an organic reaction: reactants, conditions, products, and yield The reactants are CN1CCC2(CC1)CN(Cc1cc3nc(Cl)nc(N4CCOCC4)c3s1)C2, OCC1CNCCC1N1CCC1. Yields the product OCC1CN(Cc2cc3nc(Cl)nc(N4CCOCC4)c3s2)CCC1N1CCC1. Reaction SMILES: [Cl:1][c:2]1[n:3][c:4]([N:22]2[CH2:23][CH2:24][O:25][CH2:26][CH2:27]2)[c:5]2[c:6]([n:7]1)[cH:8][c:9]([CH2:11][N:12]1[CH2:13][C:14]3([CH2:15][CH2:16][N:17]([CH3:18])[CH2:19][CH2:20]3)[CH2:21]1)[s:10]2.[N:28]1([CH:32]2[CH:33]([CH2:38][OH:39])[CH2:34][NH:35][CH2:36][CH2:37]2)[CH2:29][CH2:30][CH2:31]1>>[Cl:1][c:2]1[n:3][c:4]([N:22]2[CH2:23][CH2:24][O:25][CH2:26][CH2:27]2)[c:5]2[c:6]([n:7]1)[cH:8][c:9]([CH2:11][N:35]1[CH2:34][CH:33]([CH2:38][OH:39])[CH:32]([N:28]3[CH2:29][CH2:30][CH2:31]3)[CH2:37][CH2:36]1)[s:10]2. Reactants: C1(=CC=CC=C1)C=1SC=C(N1)CCl (2-phenyl-4-(chloromethyl)thiazole), OC=1C=C2C=CC(=CC2=CC1)C(C(=O)O)C (racemic 6-hydroxy-α-methyl-2-naphthaleneacetic acid). Yields the product CC(C(=O)O)C1=CC2=CC=C(C=C2C=C1)OCC=1N=C(SC1)C1=CC=CC=C1 (α-Methyl-6-[(2-phenyl-4-thiazolyl)methoxy]-2-naphthaleneacetic acid). As a reaction SMILES: [C:1]1([C:7]2[S:8][CH:9]=[C:10]([CH2:12]Cl)[N:11]=2)[CH:6]=[CH:5][CH:4]=[CH:3][CH:2]=1.[OH:14][C:15]1[CH:16]=[C:17]2[C:22](=[CH:23][CH:24]=1)[CH:21]=[C:20]([CH:25]([CH3:29])[C:26]([OH:28])=[O:27])[CH:19]=[CH:18]2>>[CH3:29][CH:25]([C:20]1[CH:19]=[CH:18][C:17]2[C:22](=[CH:23][CH:24]=[C:15]([O:14][CH2:12][C:10]3[N:11]=[C:7]([C:1]4[CH:6]=[CH:5][CH:4]=[CH:3][CH:2]=4)[S:8][CH:9]=3)[CH:16]=2)[CH:21]=1)[C:26]([OH:28])=[O:27]. Procedure: The title compound is prepared according to the method of Example 7 using 2-phenyl-4-(chloromethyl)thiazole and racemic 6-hydroxy-α-methyl-2-naphthaleneacetic acid. White crystals are obtained having a melting point of 163°-164° C. Reactants: C(#N)C1=CC=CC2=C1N(C=N2)CC(=O)O ((7-cyano-1H-benzimidazol-1-yl)acetic acid), NCC1=C(C=C(C=C1)C(C#N)(C)C)C (2-[4-(aminomethyl)-3-methylphenyl]-2-methylpropanenitrile), CCN(C(C)C)C(C)C (DIPEA), C(C(C)(C)C)(=O)Cl (pivaloyl chloride). Solvent: C(Cl)Cl (DCM). Reaction conditions: time 1 hour. Product: C(#N)C1=CC=CC2=C1N(C=N2)CC(=O)NCC2=C(C=C(C=C2)C(C)(C)C#N)C (2-(7-cyano-1H-benzimidazol-1-yl)-N-[4-(1-cyano-1-methylethyl)-2-methylbenzyl]acetamide). The yield is 30.2%. As a reaction SMILES: [C:1]([C:3]1[C:8]2[N:9]([CH2:12][C:13]([OH:15])=O)[CH:10]=[N:11][C:7]=2[CH:6]=[CH:5][CH:4]=1)#[N:2].CCN(C(C)C)C(C)C.C(Cl)(=O)C(C)(C)C.[NH2:32][CH2:33][C:34]1[CH:39]=[CH:38][C:37]([C:40]([CH3:44])([CH3:43])[C:41]#[N:42])=[CH:36][C:35]=1[CH3:45]>C(Cl)Cl>[C:1]([C:3]1[C:8]2[N:9]([CH2:12][C:13]([NH:32][CH2:33][C:34]3[CH:39]=[CH:38][C:37]([C:40]([C:41]#[N:42])([CH3:43])[CH3:44])=[CH:36][C:35]=3[CH3:45])=[O:15])[CH:10]=[N:11][C:7]=2[CH:6]=[CH:5][CH:4]=1)#[N:2]. Reported procedure: (7-cyano-1H-benzimidazol-1-yl)acetic acid (86 mg, 0.43 mmol) prepared according to scheme 3 is dissolved in DCM (3 mL). DIPEA (0.1 mL) is added, followed by pivaloyl chloride (53 μL, 0.43 mmol). After 1 hour, 2-[4-(aminomethyl)-3-methylphenyl]-2-methylpropanenitrile (80 mg, 0.43 mmol) prepared according to scheme 19 is added. The mixture is stirred overnight at room temperature, concentrated under vacuo and purified on HPLCMS: Waters prep LCMS, 27 ml/min, X-Bridge Prep C18 OBD, 30×50 mm, 5 μm pa... The reactants are CCO, O=C1Nc2cccnc2N(C(=O)CCl)c2ccccc21, [Na+], [Na+], O=C([O-])[O-], C1CN(CCN2CCOCC2)CCN1. Product: O=C1Nc2cccnc2N(C(=O)CN2CCN(CCN3CCOCC3)CC2)c2ccccc21. As a reaction SMILES: [CH3:41][CH2:42][OH:43].[Cl:1][CH2:2][C:3](=[O:4])[N:5]1[c:6]2[c:7]([cH:17][cH:18][cH:19][n:20]2)[NH:8][C:9](=[O:16])[c:10]2[c:11]1[cH:12][cH:13][cH:14][cH:15]2.[Na+:21].[Na+:22].[O-:23][C:24](=[O:25])[O-:26].[O:27]1[CH2:28][CH2:29][N:30]([CH2:33][CH2:34][N:35]2[CH2:36][CH2:37][NH:38][CH2:39][CH2:40]2)[CH2:31][CH2:32]1>>[CH2:2]([C:3](=[O:4])[N:5]1[c:6]2[c:7]([cH:17][cH:18][cH:19][n:20]2)[NH:8][C:9](=[O:16])[c:10]2[c:11]1[cH:12][cH:13][cH:14][cH:15]2)[N:38]1[CH2:37][CH2:36][N:35]([CH2:34][CH2:33][N:30]2[CH2:29][CH2:28][O:27][CH2:32][CH2:31]2)[CH2:40][CH2:39]1.